This data is from the Open Reaction Database (ORD), a public repository of structured organic reaction records. The task is: describe an organic reaction: reactants, conditions, products, and yield Reactants: C(=O)(O)[O-].[Na+] (NaHCO3), [Al+3].[Cl-].[Cl-].[Cl-] (AlCl3), BrCC(=O)Br (bromo-acetylbromide), FC(C(=O)N1CCN2C(=CC=3C=CC=CC23)CC1)(F)F (2,2,2-trifluoro-1-(1,2,4,5-tetrahydro-3H-[1,4]diazepino[1,7-a]indol-3-yl)-1-ethanone). Run in ClCCl (dichloromethane), ClCCl (dichloromethane). Run at time 30 minute. Product: BrCC(=O)C1=C2N(C=3C=CC=CC13)CCN(CC2)C(C(F)(F)F)=O (1-[11-(2-bromoacetyl)-1,2,4,5-tetrahydro-3H-[1,4]diazepino[1,7-a]indol-3-yl]-2,2,2-trifluoro-1-ethanone). Yield: 59.5%. As a reaction SMILES: [Al+3].[Cl-].[Cl-].[Cl-].[Br:5][CH2:6][C:7](Br)=[O:8].[F:10][C:11]([F:29])([F:28])[C:12]([N:14]1[CH2:27][CH2:26][C:18]2=[CH:19][C:20]3[CH:21]=[CH:22][CH:23]=[CH:24][C:25]=3[N:17]2[CH2:16][CH2:15]1)=[O:13].C([O-])(O)=O.[Na+]>ClCCl>[Br:5][CH2:6][C:7]([C:19]1[C:20]2[CH:21]=[CH:22][CH:23]=[CH:24][C:25]=2[N:17]2[CH2:16][CH2:15][N:14]([C:12](=[O:13])[C:11]([F:29])([F:28])[F:10])[CH2:27][CH2:26][C:18]=12)=[O:8] |f:0.1.2.3,6.7|. Procedure details: (Chart E, Step 1): A dry round bottom flask is charged with AlCl3 (66.7 mg, 0.5 mmol) and dichloromethane (4 mL) to make a heterogeneous solution. Dropwise addition of bromo-acetylbromide (0.044 mL, 0.5 mmol) turns the reaction into a homogeneous orange solution. After 30 minutes of stirring at ambient temperature, a solution of 2,2,2-trifluoro-1-(1,2,4,5-tetrahydro-3H-[1,4]diazepino[1,7-a]indol-3-yl)-1-ethanone (141.1 mg, 0.5 mmol) in dichloromethane (2 mL) is added dropwise and stirred for thr... Reactants: COC1=C(CN2[C@H]([C@H](C2=O)N2C(C=3C(C2=O)=CC=CC3)=O)C3=C(C=CC=C3)C3OCCO3)C=CC(=C1)OC (cis-1-(2,4-Dimethoxybenzyl)-2-[2-(2-dioxolanyl)phenyl]-4-oxo-3-phthalimidoazetidine), CNN (methylhydrazine). The solvent is C(Cl)Cl (methylene chloride). Run at time 2 day. Yields the product N[C@@H]1[C@@H](N(C1=O)CC1=C(C=C(C=C1)OC)OC)C1=C(C=CC=C1)C1OCCO1 (cis-3-Amino-1-(2,4-dimethoxybenzyl)-2-[2-(2-dioxolanyl)-phenyl]-4-oxoazetidine). Yield: 107.3%. As a reaction SMILES: [CH3:1][O:2][C:3]1[CH:36]=[C:35]([O:37][CH3:38])[CH:34]=[CH:33][C:4]=1[CH2:5][N:6]1[C:9](=[O:10])[C@H:8]([N:11]2C(=O)C3=CC=CC=C3C2=O)[C@@H:7]1[C:22]1[CH:27]=[CH:26][CH:25]=[CH:24][C:23]=1[CH:28]1[O:32][CH2:31][CH2:30][O:29]1.CNN>C(Cl)Cl>[NH2:11][C@H:8]1[C:9](=[O:10])[N:6]([CH2:5][C:4]2[CH:33]=[CH:34][C:35]([O:37][CH3:38])=[CH:36][C:3]=2[O:2][CH3:1])[C@H:7]1[C:22]1[CH:27]=[CH:26][CH:25]=[CH:24][C:23]=1[CH:28]1[O:32][CH2:31][CH2:30][O:29]1. Reported procedure: The product from Example 2 (5.8 g) was dissolved in methylene chloride (40 ml) and filtered to remove a trace of insoluble solids (0.15 g). The filtrate was cooled with an ice bath and treated under a nitrogen atmosphere with methylhydrazine (0.85 g, 18.7 mmol). The reaction was stirred 2 days under nitrogen at room temperature and then filtered to remove a solid, which was washed with a small amount of methylene chloride. The filtrate ws evaporated in vacuo to give 4.65 g of the title product. Starting materials: COC1=C(C=CC=C1)C1=CC=C(C=C1)[N+](=O)[O-] (2-methoxy-4′-nitrobiphenyl), C(=O)[O-].[NH4+] (ammonium formate). Reagents/catalysts: [Pd] (Pd/C). Solvent: CO (methanol). The product is COC1=C(C=CC=C1)C1=CC=C(C=C1)N (2-methoxy-4′-aminobiphenyl). Yield: 107.6%. RXN SMILES: [CH3:1][O:2][C:3]1[CH:8]=[CH:7][CH:6]=[CH:5][C:4]=1[C:9]1[CH:14]=[CH:13][C:12]([N+:15]([O-])=O)=[CH:11][CH:10]=1.C([O-])=O.[NH4+]>CO.[Pd]>[CH3:1][O:2][C:3]1[CH:8]=[CH:7][CH:6]=[CH:5][C:4]=1[C:9]1[CH:10]=[CH:11][C:12]([NH2:15])=[CH:13][CH:14]=1 |f:1.2|. Reported procedure: A mixture of 52.4 g of 2-methoxy-4′-nitrobiphenyl and 76 g of ammonium formate in 640 mL of methanol was treated with 6.4 g of 10% Pd/C at 0° C. The reaction mixture was allowed to stir at the same temperature for half an hour. The reaction was then warmed to room temperature and the mixture was allowed to stir overnight. The reaction mixture was filtered through diatomaceous earth and the residue was rinsed with methanol. The methanol was evaporated in vacuo and the remaining mixture was dissol... The reactants are FC(C1=CC=C(OC2CN(CCC3=C2C=CC=C3)NC(C(F)(F)F)=O)C=C1)(F)F (N-[2,3,4,5-tetrahydro-1-(4-trifluoromethylphenoxy)-1H-3-benzazepin-3-yl]-trifluoroacet amide), CC(C)([O-])C.[K+] (Potassium-t-butoxide), ice, S(=O)(=O)(OC)OC (dimethyl sulfate), O (water). Run in O1CCCC1 (tetrahydrofuran). Yields the product CN(C(C(F)(F)F)=O)N1CCC2=C(C(C1)OC1=CC=C(C=C1)C(F)(F)F)C=CC=C2 (N-Methyl-N-[2,3,4,5-tetrahydro-1-(4-trifluoromethylphenoxy)-1H-3-benzazepin-3-yl] trifluoroacetamide). Yield: 38.7%. RXN SMILES: [CH3:1]C(C)([O-])C.[K+].[F:7][C:8]([F:35])([F:34])[C:9]1[CH:33]=[CH:32][C:12]([O:13][CH:14]2[C:20]3[CH:21]=[CH:22][CH:23]=[CH:24][C:19]=3[CH2:18][CH2:17][N:16]([NH:25][C:26](=[O:31])[C:27]([F:30])([F:29])[F:28])[CH2:15]2)=[CH:11][CH:10]=1.S(OC)(OC)(=O)=O.O>O1CCCC1>[CH3:1][N:25]([N:16]1[CH2:15][CH:14]([O:13][C:12]2[CH:11]=[CH:10][C:9]([C:8]([F:34])([F:7])[F:35])=[CH:33][CH:32]=2)[C:20]2[CH:21]=[CH:22][CH:23]=[CH:24][C:19]=2[CH2:18][CH2:17]1)[C:26](=[O:31])[C:27]([F:28])([F:29])[F:30] |f:0.1|. Reported procedure: Potassium-t-butoxide (1.4 g) was added as a powder to an ice-cooled solution of N-[2,3,4,5-tetrahydro-1-(4-trifluoromethylphenoxy)-1H-3-benzazepin-3-yl]-trifluoroacet amide (4 g) in 100 mL tetrahydrofuran. After thirty minutes, dimethyl sulfate (1.5 g) was added. After warming to ambient temperature, the reaction mixture was stirred with water and extracted with ethyl acetate. The dried (anhydrous magnesium sulfate) organic layer was filtered and concentrated to 4.1 g solid, mp 210°-212°. A 2.5 ...